This data is from the Open Reaction Database (ORD), a public repository of structured organic reaction records. The task is: describe an organic reaction: reactants, conditions, products, and yield Starting materials: Cl.C(C1=CC=CC=C1)N1CC(CCC1)(O)C1=CC(=CC=C1)C(F)(F)F (1-benzyl-3-(3-trifluoromethyl-phenyl)-piperidine-3-ol hydrochloride), [H][H] (hydrogen). The reagents and catalysts are [OH-].[Pd+2].[OH-] (palladium hydroxide). Solvent: C(C)O (ethanol). Conditions: time 2 hour. The product is Cl.FC(C=1C=C(C=CC1)C1(CNCCC1)O)(F)F (3-(3-trifluoromethyl-phenyl)-piperidine-3-ol hydrochloride). Yield: 95.9%. Reaction SMILES: [ClH:1].C([N:9]1[CH2:14][CH2:13][CH2:12][C:11]([C:16]2[CH:21]=[CH:20][CH:19]=[C:18]([C:22]([F:25])([F:24])[F:23])[CH:17]=2)([OH:15])[CH2:10]1)C1C=CC=CC=1.[H][H]>C(O)C.[OH-].[Pd+2].[OH-]>[ClH:1].[F:25][C:22]([F:23])([F:24])[C:18]1[CH:17]=[C:16]([C:11]2([OH:15])[CH2:12][CH2:13][CH2:14][NH:9][CH2:10]2)[CH:21]=[CH:20][CH:19]=1 |f:0.1,4.5.6,7.8|. Reported procedure: A solution of gaseous hydrogen chloride in ethyl acetate was added dropwise to a solution of 64 g of 1-benzyl-3-(3-trifluoromethyl-phenyl)-piperidine-3-ol in 100 ml of ethyl acetate until the pH was acidic and the mixture was vacuum filtered. The recovered product was washed with ethyl acetate and was dried under reduced pressure to obtain 62.5 g of 1-benzyl-3-(3-trifluoromethyl-phenyl)-piperidine-3-ol hydrochloride which sublimed towards 240° C. A suspension of 60 g of the said hydrochloride in...